The task is: describe an organic reaction: reactants, conditions, products, and yield. This data is from the Open Reaction Database (ORD), a public repository of structured organic reaction records. The reactants are BrC=1C=C2C=C(C(=NC2=CC1)Cl)C(=O)O (6-bromo-2-chloroquinoline-3-carboxylic acid), NC(CC1=CC=C(C=C1)O)C(=O)O (DL-tyrosine). Solvent: CS(=O)C (DMSO). Yields the product BrC=1C=C2C=C(C(=NC2=CC1)NC(CC1=CC=C(C=C1)O)C(=O)O)C(=O)O (6-Bromo-2-[1-carboxy-2-(4-hydroxy-phenyl)-ethylamino]-quinoline-3-carboxylic acid). RXN SMILES: [Br:1][C:2]1[CH:3]=[C:4]2[C:9](=[CH:10][CH:11]=1)[N:8]=[C:7](Cl)[C:6]([C:13]([OH:15])=[O:14])=[CH:5]2.[NH2:16][CH:17]([C:26]([OH:28])=[O:27])[CH2:18][C:19]1[CH:24]=[CH:23][C:22]([OH:25])=[CH:21][CH:20]=1>CS(C)=O>[Br:1][C:2]1[CH:3]=[C:4]2[C:9](=[CH:10][CH:11]=1)[N:8]=[C:7]([NH:16][CH:17]([C:26]([OH:28])=[O:27])[CH2:18][C:19]1[CH:20]=[CH:21][C:22]([OH:25])=[CH:23][CH:24]=1)[C:6]([C:13]([OH:15])=[O:14])=[CH:5]2. Procedure details: In close analogy to the procedure described in Example 1, 6-bromo-2-chloroquinoline-3-carboxylic acid is reacted with DL-tyrosine in DMSO to provide the title compound in good yield. The reactants are Brc1cccc2cnccc12, [K+], O=[N+]([O-])[O-], [NH4+], [OH-], O=S(=O)(O)O. Yields the product O=[N+]([O-])c1ccc(Br)c2ccncc12. Reaction SMILES: [Br:6][c:7]1[c:8]2[cH:9][cH:10][n:11][cH:12][c:13]2[cH:14][cH:15][cH:16]1.[K+:5].[N+:1](=[O:2])([O-:3])[O-:4].[NH4+:17].[OH-:18].[S:19](=[O:20])(=[O:21])([OH:22])[OH:23]>>[N+:1](=[O:2])([O-:4])[c:14]1[c:13]2[c:8]([c:7]([Br:6])[cH:16][cH:15]1)[cH:9][cH:10][n:11][cH:12]2. The reactants are ClCCl, O=[Cr](=O)([O-])O[Cr](=O)(=O)[O-], c1cc[nH+]cc1, c1cc[nH+]cc1, OCc1cccc2cc[nH]c12. Yields the product O=Cc1cccc2cc[nH]c12. RXN SMILES: [Cl:33][CH2:34][Cl:35].[Cr:1]([O:2][Cr:3]([O-:4])(=[O:5])=[O:6])([O-:7])(=[O:8])=[O:9].[nH+:10]1[cH:11][cH:12][cH:13][cH:14][cH:15]1.[nH+:16]1[cH:17][cH:18][cH:19][cH:20][cH:21]1.[nH:22]1[cH:23][cH:24][c:25]2[cH:26][cH:27][cH:28][c:29]([CH2:31][OH:32])[c:30]12>>[nH:22]1[cH:23][cH:24][c:25]2[cH:26][cH:27][cH:28][c:29]([CH:31]=[O:32])[c:30]12. Reactants: BrC=1C=C2C=3N(C(C(NC3C1)=O)=O)C(CC2)CC(=O)O (9-bromo-5-carboxymethyl-6,7-dihydro-1H, 5H-pyrido[1,2,3-de]quinoxaline-2,3-dione), C1(=CC=CC=C1)NO (N-phenylhydroxylamine). Solvent: C(C)(=O)O.C(C)(=O)OCC (acetic acid ethyl acetate). Product: BrC=1C=C2C=3N(C(C(NC3C1)=O)=O)C(CC2)CC(N(O)C2=CC=CC=C2)=O (9-Bromo-5-(N-hydroxy-phenylcarbamoylmethyl)-6,7-dihydro-1H, 5H-pyrido[1,2,3-de]quinoxaline-2,3-dione). The yield is 26.4%. Reaction SMILES: [Br:1][C:2]1[CH:3]=[C:4]2[CH2:16][CH2:15][CH:14]([CH2:17][C:18](O)=[O:19])[N:6]3[C:7](=[O:13])[C:8](=[O:12])[NH:9][C:10]([CH:11]=1)=[C:5]23.[C:21]1([NH:27][OH:28])[CH:26]=[CH:25][CH:24]=[CH:23][CH:22]=1>C(O)(=O)C.C(OCC)(=O)C>[Br:1][C:2]1[CH:3]=[C:4]2[CH2:16][CH2:15][CH:14]([CH2:17][C:18](=[O:19])[N:27]([C:21]3[CH:26]=[CH:25][CH:24]=[CH:23][CH:22]=3)[OH:28])[N:6]3[C:7](=[O:13])[C:8](=[O:12])[NH:9][C:10]([CH:11]=1)=[C:5]23 |f:2.3|. Reported procedure: A procedure similar to that described in Example 5 was carried out with 9-bromo-5-carboxymethyl-6,7-dihydro-1H, 5H-pyrido[1,2,3-de]quinoxaline-2,3-dione (150 mg, 0.44 mmol) and N-phenylhydroxylamine (80 mg, 0.73 mmol) to give 50 mg of the title compound (26%) after silica gel column chromatography with 2% acetic acid/ethyl acetate: mp>270° C.; 1H NMR (270 MHz, DMSO-d6) δ12.04 (s, 1H), 10.01 (s, 1H), 7.56 (d, 2H, J=7.9 Hz), 7.30 (t, 2H, J=7.9 Hz), 7.24 (d, 1H, J=2 Hz), 7.17 (d, 1H, J=2 Hz), 7.05 ... Reactants: [C-]#N, Cc1ccccc1, [Cl-], Cc1cccc(Cl)c1N, Cl, O=N[O-], [Na+], [Na+], [Na+], N#C[Na], O=C([O-])[O-], O. Product: Cc1cccc(Cl)c1C#N. As a reaction SMILES: [C-:5]#[N:6].[CH3:28][c:29]1[cH:30][cH:31][cH:32][cH:33][cH:34]1.[Cl-:4].[Cl:8][c:9]1[cH:10][cH:11][cH:12][c:13]([CH3:16])[c:14]1[NH2:15].[ClH:7].[N:17]([O-:18])=[O:19].[Na+:20].[Na+:21].[Na+:22].[Na:1][C:2]#[N:3].[O-:23][C:24](=[O:25])[O-:26].[OH2:27]>>[C:2](#[N:3])[c:14]1[c:9]([Cl:8])[cH:10][cH:11][cH:12][c:13]1[CH3:16]. The reactants are C(C1=CC=CC=C1)[C@H]1NC(OC1)=O (4(R)-benzyl-2-oxazolidinone), C(CCC)[Li] (n-butyllithium), C1CCOC1 (THF), Example 8A. As a reaction SMILES: [CH2:1]([C@@H:8]1[CH2:12][O:11][C:10](=[O:13])[NH:9]1)[C:2]1[CH:7]=[CH:6][CH:5]=[CH:4][CH:3]=1.[CH2:14]([Li])[CH2:15][CH2:16]C.[CH2:19]1[CH2:23][O:22][CH2:21][CH2:20]1>>[CH2:1]([C@@H:8]1[CH2:12][O:11][C:10](=[O:13])[N:9]1[C:21](=[O:22])[CH2:20][CH2:19][CH2:23][CH:15]([CH3:16])[CH3:14])[C:2]1[CH:3]=[CH:4][CH:5]=[CH:6][CH:7]=1. Conditions: temperature 0 celsius. Reported procedure: To a −78° C. solution of 4(R)-benzyl-2-oxazolidinone (21.28 g, 0.12 mol) in THF (360 mL) was added n-butyllithium (48 mL, 2.5M in hexane, 120 mmol). After 10 minutes Example 8A (19.76 g, 0.134 mol) was added. After 30 minutes the mixture was warmed to 0° C., and quenched with saturated ammonium chloride. The supernatant was decanted and concentrated. The residue was partitioned between water and ethyl acetate and the organic layer was washed sequentially with water, 1M sodium bicarbonate, water,... Product: C(C1=CC=CC=C1)[C@H]1N(C(OC1)=O)C(CCCC(C)C)=O ((4R)-4-benzyl-3-(5-methylhexanoyl)-1,3-oxazolidin-2-one). Starting materials: BrCC1=CC=C(OCCC=2N=C(OC2C)C2=CC=CC=C2)C=C1 (4-[2-(4-bromomethyl-phenoxy)-ethyl]-5-methyl-2-phenyl-oxazole), C([O-])([O-])=O.[K+].[K+] (potassium carbonate), C(C=C)OC(C1=C(C=C(C=C1C)OCCC)O)=O (2-hydroxy-6-methyl-4-propoxy-benzoic acid allyl ester). The solvent is CN(C)C=O (DMF). The product is C(C=C)OC(C1=C(C=C(C=C1OCC1=CC=C(C=C1)OCCC=1N=C(OC1C)C1=CC=CC=C1)OCCC)C)=O (2-methyl-6-{4-[2-(5-methyl-2-phenyl-oxazol-4-yl)-ethoxy]-benzyloxy}4-propoxy-benzoic acid allyl ester). RXN SMILES: [CH2:1]([O:4][C:5](=[O:18])[C:6]1[C:11]([CH3:12])=[CH:10][C:9]([O:13][CH2:14][CH2:15][CH3:16])=[CH:8][C:7]=1[OH:17])[CH:2]=[CH2:3].Br[CH2:20][C:21]1[CH:41]=[CH:40][C:24]([O:25][CH2:26][CH2:27][C:28]2[N:29]=[C:30]([C:34]3[CH:39]=[CH:38][CH:37]=[CH:36][CH:35]=3)[O:31][C:32]=2[CH3:33])=[CH:23][CH:22]=1.C(=O)([O-])[O-].[K+].[K+]>CN(C=O)C>[CH2:1]([O:4][C:5](=[O:18])[C:6]1[C:7]([O:17][CH2:20][C:21]2[CH:22]=[CH:23][C:24]([O:25][CH2:26][CH2:27][C:28]3[N:29]=[C:30]([C:34]4[CH:39]=[CH:38][CH:37]=[CH:36][CH:35]=4)[O:31][C:32]=3[CH3:33])=[CH:40][CH:41]=2)=[CH:8][C:9]([O:13][CH2:14][CH2:15][CH3:16])=[CH:10][C:11]=1[CH3:12])[CH:2]=[CH2:3] |f:2.3.4|. Procedure details: A mixture of the title C compound, 2-hydroxy-6-methyl-4-propoxy-benzoic acid allyl ester (400 mg, 1.6 mmol), the title C compound in Example 11, 4-[2-(4-bromomethyl-phenoxy)-ethyl]-5-methyl-2-phenyl-oxazole (595 mg, 1.6 mmol) and potassium carbonate (662 mg, 4.79 mmol) in 15 mL of DMF is stirred at RT overnight. The mixture is partitioned between EtOAc and water. The organic phase is washed with brine, dried over magnesium sulfate, and concentrated under vacuum. The residue is chromatographed on...